describe an organic reaction: reactants, conditions, products, and yield From a dataset of the Open Reaction Database (ORD), a public repository of structured organic reaction records. Starting materials: FC1=NC(=CC(=C1)C)C (2-Fluoro-4,6-dimethyl-pyridine), ClN1C(CCC1=O)=O (N-chlorosuccinimide), C(C1=CC=CC=C1)(=O)OOC(C1=CC=CC=C1)=O (benzoyl peroxide). Run in C(Cl)(Cl)(Cl)Cl (carbon tetrachloride). Run at time 3.5 hour. Product: ClCC1=CC(=NC(=C1)C)F (4-chloromethyl-2-fluoro-6-methyl-pyridine). Isolated yield 13.6%. As a reaction SMILES: [F:1][C:2]1[CH:7]=[C:6]([CH3:8])[CH:5]=[C:4]([CH3:9])[N:3]=1.[Cl:10]N1C(=O)CCC1=O.C(OOC(=O)C1C=CC=CC=1)(=O)C1C=CC=CC=1>C(Cl)(Cl)(Cl)Cl>[Cl:10][CH2:8][C:6]1[CH:5]=[C:4]([CH3:9])[N:3]=[C:2]([F:1])[CH:7]=1. Procedure details: 2-Fluoro-4,6-dimethyl-pyridine (4.25 g, 34 mmol) was refluxed with N-chlorosuccinimide (4.99 g, 37.4 mmol) and benzoyl peroxide (822 mg, 3.4 mmol) in carbon tetrachloride (70 ml). After 3.5 hr., the mixture was cooled to room temperature and filtered. The filtrate was evaporated in vacuo and the residue was purified by silica gel column chromatography (eluent, ether:hexane (1:30)) to afford 740 mg (13%) of 4-chloromethyl-2-fluoro-6-methyl-pyridine as a yellow oil. 1H NMR (200 MHz, CDCl3) δ 2.51 ... The reactants are [N+](=O)([O-])C=1C=C(C=CC1[N+](=O)[O-])NC(C1=CC=C(C=C1)N1CCCC1)=O (N-(3,4-dinitrophenyl)-4-pyrrolidinylbenzamide), N(N)C(=O)C1=CC=C(C=O)C=C1 (4-hydrazinylcarbonylbenzaldehyde). The product is N(N)C(=O)C1=CC=C(C=C1)C1=NC2=C(N1)C=CC(=C2)NC(C2=CC=C(C=C2)N2CCCC2)=O (N-(2-(4-(hydrazinecarbonyl)phenyl)-1H-benzo[d]imidazol-5-yl)-4-(pyrrolidin-1-yl)benzamide). RXN SMILES: [N+:1]([C:4]1[CH:5]=[C:6]([NH:13][C:14](=[O:26])[C:15]2[CH:20]=[CH:19][C:18]([N:21]3[CH2:25][CH2:24][CH2:23][CH2:22]3)=[CH:17][CH:16]=2)[CH:7]=[CH:8][C:9]=1[N+:10]([O-])=O)([O-])=O.[NH:27]([C:29]([C:31]1[CH:38]=[CH:37][C:34]([CH:35]=O)=[CH:33][CH:32]=1)=[O:30])[NH2:28]>>[NH:27]([C:29]([C:31]1[CH:38]=[CH:37][C:34]([C:35]2[NH:10][C:9]3[CH:8]=[CH:7][C:6]([NH:13][C:14](=[O:26])[C:15]4[CH:20]=[CH:19][C:18]([N:21]5[CH2:25][CH2:24][CH2:23][CH2:22]5)=[CH:17][CH:16]=4)=[CH:5][C:4]=3[N:1]=2)=[CH:33][CH:32]=1)=[O:30])[NH2:28]. Procedure details: Compound 230 was prepared according to the procedure similar to that described in Scheme III from N-(3,4-dinitrophenyl)-4-pyrrolidinylbenzamide and 4-hydrazinylcarbonylbenzaldehyde. [M+H]+ calcd for C25H24N6O2: 441.21; found: 441.51.